From a dataset of the Open Reaction Database (ORD), a public repository of structured organic reaction records. describe an organic reaction: reactants, conditions, products, and yield Reactants: [Li]CCCC, CI, [H-], [Na+], C1CCOC1, OCc1cccc2c1NCCC2. Yields the product CN1CCCc2cccc(CO)c21. RXN SMILES: [CH2:15]([Li:16])[CH2:17][CH2:18][CH3:19].[CH3:20][I:21].[H-:13].[Na+:14].[O:22]1[CH2:23][CH2:24][CH2:25][CH2:26]1.[OH:1][CH2:2][c:3]1[cH:4][cH:5][cH:6][c:7]2[c:12]1[NH:11][CH2:10][CH2:9][CH2:8]2>>[OH:1][CH2:2][c:3]1[cH:4][cH:5][cH:6][c:7]2[c:12]1[N:11]([CH3:15])[CH2:10][CH2:9][CH2:8]2. Starting materials: O=C([O-])[O-], C1CCNC1, Cc1nc2ccccc2c(=O)n1-c1ccc(OC2CCC(OS(C)(=O)=O)C2)cc1, CN(C)C=O, [K+], [K+], O. The product is Cc1nc2ccccc2c(=O)n1-c1ccc(OC2CCC(N3CCCC3)C2)cc1. Reaction SMILES: [C:35](=[O:36])([O-:37])[O-:38].[CH2:30]1[CH2:31][CH2:32][NH:33][CH2:34]1.[CH3:1][S:2]([O:3][CH:6]1[CH2:7][CH:8]([O:11][c:12]2[cH:13][cH:14][c:15](-[n:18]3[c:19]([CH3:29])[n:20][c:21]4[cH:22][cH:23][cH:24][cH:25][c:26]4[c:27]3=[O:28])[cH:16][cH:17]2)[CH2:9][CH2:10]1)(=[O:4])=[O:5].[CH3:42][N:43]([CH3:44])[CH:45]=[O:46].[K+:39].[K+:40].[OH2:41]>>[CH:6]1([N:33]2[CH2:32][CH2:31][CH2:30][CH2:34]2)[CH2:7][CH:8]([O:11][c:12]2[cH:13][cH:14][c:15](-[n:18]3[c:19]([CH3:29])[n:20][c:21]4[cH:22][cH:23][cH:24][cH:25][c:26]4[c:27]3=[O:28])[cH:16][cH:17]2)[CH2:9][CH2:10]1. The reactants are COC1=CC=C(C=C1)C(C(=O)OCC)C (ethyl 2-(4-methoxy-phenyl)propionate), C(C)(=O)Cl (acetyl chloride). Product: C(C)(=O)C=1C=C(C=CC1OC)C(C(=O)OCC)C (Ethyl 2-(3-acetyl-4-methoxy-phenyl)-propionate). Reaction SMILES: [CH3:1][O:2][C:3]1[CH:8]=[CH:7][C:6]([CH:9]([CH3:15])[C:10]([O:12][CH2:13][CH3:14])=[O:11])=[CH:5][CH:4]=1.[C:16](Cl)(=[O:18])[CH3:17]>>[C:16]([C:8]1[CH:7]=[C:6]([CH:9]([CH3:15])[C:10]([O:12][CH2:13][CH3:14])=[O:11])[CH:5]=[CH:4][C:3]=1[O:2][CH3:1])(=[O:18])[CH3:17]. Procedure details: This compound is prepared by a Friedel-Crafts reaction between ethyl 2-(4-methoxy-phenyl)propionate and acetyl chloride.